From a dataset of the Open Reaction Database (ORD), a public repository of structured organic reaction records. describe an organic reaction: reactants, conditions, products, and yield Reactants: C(#C)C(O)C1=CC=2C(CCC(C2C=C1)(C)C)(C)C (α-ethynyl-5,6,7,8-tetrahydro-5,5,8,8-tetramethyl-2-naphthalenemethanol), C(C)(C)(C)OC(=O)N1C(=CC(=C1)I)C(=O)OC (methyl N-tert-butoxycarbonyl-4-iodo-2-pyrrolecarboxylate). Yields the product C(C)(C)(C)OC(=O)N1C(=CC(=C1)C#CC(C1=CC=2C(CCC(C2C=C1)(C)C)(C)C)O)C(=O)OC (methyl N-tert-butoxycarbonyl-4-[3-hydroxy-3-(5,6,7,8-tetrahydro-5,5,8,8-tetramethyl-2-naphthyl)-1-propynyl]-2-pyrrolecarboxylate). The yield is 99.5%. As a reaction SMILES: [C:1]([CH:3]([C:5]1[CH:14]=[CH:13][C:12]2[C:11]([CH3:16])([CH3:15])[CH2:10][CH2:9][C:8]([CH3:18])([CH3:17])[C:7]=2[CH:6]=1)[OH:4])#[CH:2].[C:19]([O:23][C:24]([N:26]1[CH:30]=[C:29](I)[CH:28]=[C:27]1[C:32]([O:34][CH3:35])=[O:33])=[O:25])([CH3:22])([CH3:21])[CH3:20]>>[C:19]([O:23][C:24]([N:26]1[CH:30]=[C:29]([C:2]#[C:1][CH:3]([OH:4])[C:5]2[CH:14]=[CH:13][C:12]3[C:11]([CH3:16])([CH3:15])[CH2:10][CH2:9][C:8]([CH3:18])([CH3:17])[C:7]=3[CH:6]=2)[CH:28]=[C:27]1[C:32]([O:34][CH3:35])=[O:33])=[O:25])([CH3:22])([CH3:21])[CH3:20]. Procedure details: Following the basic procedure of Example 11(d), by reacting 2 g (8.2 mmol) of α-ethynyl-5,6,7,8-tetrahydro-5,5,8,8-tetramethyl-2-naphthalenemethanol with 3 g (8.5 mmol) of methyl N-tert-butoxycarbonyl-4-iodo-2-pyrrolecarboxylate, 3.8 g (98%) of the expected ester were obtained in the form of a brown oil. Starting materials: N([C@@H](CC1CCCCC1)C(=O)N[C@@H](CC1=CC(=CC=C1)C(C)(C)C)C(=O)N)C(=O)OC(C)(C)C (Boc-Cha-Phe(3-tBu)-NH2), C(=O)(C(F)(F)F)O (TFA). Solvent: C(Cl)Cl (methylene chloride). Reaction conditions: time 2 hour. The product is C(=O)(C(F)(F)F)O (TFA), N[C@@H](CC1CCCCC1)C(=O)N[C@@H](CC1=CC(=CC=C1)C(C)(C)C)C(=O)N (Cha-Phe(3-tBu)-NH2). RXN SMILES: [NH:1](C(OC(C)(C)C)=O)[C@H:2]([C:10]([NH:12][C@H:13]([C:25]([NH2:27])=[O:26])[CH2:14][C:15]1[CH:20]=[CH:19][CH:18]=[C:17]([C:21]([CH3:24])([CH3:23])[CH3:22])[CH:16]=1)=[O:11])[CH2:3][CH:4]1[CH2:9][CH2:8][CH2:7][CH2:6][CH2:5]1.[C:35]([OH:41])([C:37]([F:40])([F:39])[F:38])=[O:36]>C(Cl)Cl>[C:35]([OH:41])([C:37]([F:40])([F:39])[F:38])=[O:36].[NH2:1][C@H:2]([C:10]([NH:12][C@H:13]([C:25]([NH2:27])=[O:26])[CH2:14][C:15]1[CH:20]=[CH:19][CH:18]=[C:17]([C:21]([CH3:24])([CH3:22])[CH3:23])[CH:16]=1)=[O:11])[CH2:3][CH:4]1[CH2:9][CH2:8][CH2:7][CH2:6][CH2:5]1. Reported procedure: To a solution of 322 mg (0.681 mmol) of Boc-Cha-Phe(3-tBu)-NH2 in 2 ml of methylene chloride, 1 ml of TFA was added and the mixture was stirred at room temperature for 2 hours. The solvent was distilled off under reduced pressure to give a TFA salt of Cha-Phe(3-tBu)-NH2; to a solution of the TFA salt in 2 ml of DMF, 0.1 ml of TEA, 343 mg (0.817 mmol) of Z-Phe-ONp and 125 mg (1.02 mmol) of DMAP were added and the mixture was stirred at room temperature for 3 hours. The reaction mixture was dilute...